Dataset: the Open Reaction Database (ORD), a public repository of structured organic reaction records. Task: describe an organic reaction: reactants, conditions, products, and yield Reactants: CC(C)(C)OC(=O)N1CCC(=O)CC1, CCOP(=O)(Cc1cccc(Oc2cc(C)ccn2)c1)OCC, C1COCCOCCOCCOCCO1, C1CCOC1, [H-], [Na+], O. Yields the product Cc1ccnc(Oc2cccc(C=C3CCN(C(=O)OC(C)(C)C)CC3)c2)c1. RXN SMILES: [C:41]([CH3:42])([CH3:43])([CH3:44])[O:45][C:46](=[O:47])[N:48]1[CH2:49][CH2:50][C:51](=[O:54])[CH2:52][CH2:53]1.[CH2:1]([O:2][P:3](=[O:4])([O:5][CH2:6][CH3:7])[CH2:9][c:10]1[cH:11][c:12]([O:16][c:17]2[n:18][cH:19][cH:20][c:21]([CH3:23])[cH:22]2)[cH:13][cH:14][cH:15]1)[CH3:8].[CH2:24]1[O:25][CH2:26][CH2:27][O:28][CH2:29][CH2:30][O:31][CH2:32][CH2:33][O:34][CH2:35][CH2:36][O:37][CH2:38]1.[CH2:55]1[O:56][CH2:57][CH2:58][CH2:59]1.[H-:39].[Na+:40].[OH2:60]>>[CH:9]([c:10]1[cH:11][c:12]([O:16][c:17]2[n:18][cH:19][cH:20][c:21]([CH3:23])[cH:22]2)[cH:13][cH:14][cH:15]1)=[C:51]1[CH2:50][CH2:49][N:48]([C:46]([O:45][C:41]([CH3:42])([CH3:43])[CH3:44])=[O:47])[CH2:53][CH2:52]1.